The task is: describe an organic reaction: reactants, conditions, products, and yield. This data is from the Open Reaction Database (ORD), a public repository of structured organic reaction records. Reactants: C(C)OC(C(CC1=C(C=C(C=C1)OCC=1N=C(OC1C)C1=C(C=CC=C1)C(F)(F)F)C)OCC)=O ([rac]-2-ethoxy-3-{2-methyl-4-[5-methyl-2-(2-trifluoromethyl-phenyl)-oxazol-4-ylmethoxy]-phenyl}-propionic acid ethyl ester), [Li+].[OH-] (LiOH). Product: C(C)OC(C(=O)O)CC1=C(C=C(C=C1)OCC=1N=C(OC1C)C1=C(C=CC=C1)C(F)(F)F)C ([rac]-2-ethoxy-3-{2-methyl-4-[5-methyl-2-(2-trifluoromethyl-phenyl)-oxazol-4-ylmethoxy]-phenyl}-propionic acid). RXN SMILES: C([O:3][C:4](=[O:35])[CH:5]([O:32][CH2:33][CH3:34])[CH2:6][C:7]1[CH:12]=[CH:11][C:10]([O:13][CH2:14][C:15]2[N:16]=[C:17]([C:21]3[CH:26]=[CH:25][CH:24]=[CH:23][C:22]=3[C:27]([F:30])([F:29])[F:28])[O:18][C:19]=2[CH3:20])=[CH:9][C:8]=1[CH3:31])C.[Li+].[OH-]>>[CH2:33]([O:32][CH:5]([CH2:6][C:7]1[CH:12]=[CH:11][C:10]([O:13][CH2:14][C:15]2[N:16]=[C:17]([C:21]3[CH:26]=[CH:25][CH:24]=[CH:23][C:22]=3[C:27]([F:28])([F:29])[F:30])[O:18][C:19]=2[CH3:20])=[CH:9][C:8]=1[CH3:31])[C:4]([OH:35])=[O:3])[CH3:34] |f:1.2|. Reported procedure: In analogy to the procedure described in example 1 g], [rac]-2-ethoxy-3-{2-methyl-4-[5-methyl-2-(2-trifluoromethyl-phenyl)-oxazol-4-ylmethoxy]-phenyl}-propionic acid ethyl ester was treated with LiOH to obtain [rac]-2-ethoxy-3-{2-methyl-4-[5-methyl-2-(2-trifluoromethyl-phenyl)-oxazol-4-ylmethoxy]-phenyl}-propionic acid as colorless liquid, which can be separated into its antipodes by methods known in the art, such as separation of the antipodes via diastereomeric salts by crystallization with op... Starting materials: CC(C)Br, O=C([O-])[O-], O=[N+]([O-])c1cc(OCc2ccccc2)ccc1O, CN(C)C=O, [K+], [K+], O. Yields the product CC(C)Oc1ccc(OCc2ccccc2)cc1[N+](=O)[O-]. As a reaction SMILES: [Br:1][CH:2]([CH3:3])[CH3:4].[C:23](=[O:24])([O-:25])[O-:26].[CH2:5]([c:6]1[cH:7][cH:8][cH:9][cH:10][cH:11]1)[O:12][c:13]1[cH:14][c:15]([N+:20](=[O:21])[O-:22])[c:16]([OH:19])[cH:17][cH:18]1.[CH3:29][N:30]([CH3:31])[CH:32]=[O:33].[K+:27].[K+:28].[OH2:34]>>[CH:2]([CH3:3])([CH3:4])[O:19][c:16]1[c:15]([N+:20](=[O:21])[O-:22])[cH:14][c:13]([O:12][CH2:5][c:6]2[cH:7][cH:8][cH:9][cH:10][cH:11]2)[cH:18][cH:17]1.